The task is: describe an organic reaction: reactants, conditions, products, and yield. This data is from the Open Reaction Database (ORD), a public repository of structured organic reaction records. Starting materials: CC(C)c1ccccc1, c1ccc2ccccc2c1. Yields the product CC(C)c1cccc2ccccc12. RXN SMILES: [CH3:11][CH:12]([CH3:13])[c:14]1[cH:15][cH:16][cH:17][cH:18][cH:19]1.[cH:1]1[cH:2][cH:3][c:4]2[cH:5][cH:6][cH:7][cH:8][c:9]2[cH:10]1>>[cH:1]1[cH:2][cH:3][c:4]2[cH:5][cH:6][cH:7][cH:8][c:9]2[c:10]1[CH:12]([CH3:11])[CH3:13]. Starting materials: CC1=C(N)C=CC(=C1)F (2-methyl-4-fluoroaniline), CC=1C(=NC(=NC1C)N1[C@@H](C2=CC=CC=C2CC1)C)Cl ((R)-5,6-dimethyl-2-(1-methyl-1,2,3,4-tetrahydroisoquinolin-2-yl)-4-chloropyrimidine). Run in CN(C=O)C (dimethylformamide). Yields the product Cl.CC=1C(=NC(=NC1C)N1[C@@H](C2=CC=CC=C2CC1)C)NC1=C(C=C(C=C1)F)C ((R)-5,6-Dimethyl-4-(2-methyl-4-fluorophenylamino)-2-(1-methyl-1,2,3,4-tetrahydroisoquinolin-2-yl)pyrimidine hydrochloride). Isolated yield 83.0%. RXN SMILES: [CH3:1][C:2]1[CH:8]=[C:7]([F:9])[CH:6]=[CH:5][C:3]=1[NH2:4].[CH3:10][C:11]1[C:12]([Cl:29])=[N:13][C:14]([N:18]2[CH2:27][CH2:26][C:25]3[C:20](=[CH:21][CH:22]=[CH:23][CH:24]=3)[C@H:19]2[CH3:28])=[N:15][C:16]=1[CH3:17]>CN(C)C=O>[ClH:29].[CH3:10][C:11]1[C:12]([NH:4][C:3]2[CH:5]=[CH:6][C:7]([F:9])=[CH:8][C:2]=2[CH3:1])=[N:13][C:14]([N:18]2[CH2:27][CH2:26][C:25]3[C:20](=[CH:21][CH:22]=[CH:23][CH:24]=3)[C@H:19]2[CH3:28])=[N:15][C:16]=1[CH3:17] |f:3.4|. Procedure details: After 2-methyl-4-fluoroaniline(0.82 ml, 7.35 mmol) was added to a mixture solution of (R)-5,6-dimethyl-2-(1-methyl-1,2,3,4-tetrahydroisoquinolin-2-yl)-4-chloropyrimidine(1.0 g, 3.5 mmol) prepared in the above Step 2 and dimethylformamide (10 ml), 1.2 g of the titled compound was obtained in accordance with the same procedure as in Step 4 of Example 57. The reactants are C(C=1C(C(=O)OC2CC(N(C(C2)(C)C)O)(C)C)=CC=CC1)(=O)OC1CC(N(C(C1)(C)C)O)(C)C (di-(1-oxyl-2,2,6,6-tetramethyl-piperidin-4-yl) phthalate). Reagents/catalysts: [Pd] (Pd). Run in C(C)(=O)OC(C)=O (acetic anhydride). Product: C(C=1C(C(=O)OC2CC(N(C(C2)(C)C)OC(C)=O)(C)C)=CC=CC1)(=O)OC1CC(N(C(C1)(C)C)OC(C)=O)(C)C (Di-(1-acetoxy-2,2,6,6-tetramethylpiperidin-4-yl) Phthalate). Yield: 126.5%. RXN SMILES: [C:1]([O:23][CH:24]1[CH2:29][C:28]([CH3:31])([CH3:30])[N:27]([OH:32])[C:26]([CH3:34])([CH3:33])[CH2:25]1)(=[O:22])[C:2]1[C:3](=[CH:18][CH:19]=[CH:20][CH:21]=1)[C:4]([O:6][CH:7]1[CH2:12][C:11]([CH3:14])([CH3:13])[N:10]([OH:15])[C:9]([CH3:17])([CH3:16])[CH2:8]1)=[O:5]>[Pd].C(OC(=O)C)(=O)C>[C:4]([O:6][CH:7]1[CH2:12][C:11]([CH3:13])([CH3:14])[N:10]([O:15][C:7](=[O:6])[CH3:8])[C:9]([CH3:17])([CH3:16])[CH2:8]1)(=[O:5])[C:3]1[C:2](=[CH:21][CH:20]=[CH:19][CH:18]=1)[C:1]([O:23][CH:24]1[CH2:29][C:28]([CH3:31])([CH3:30])[N:27]([O:32][C:4](=[O:5])[CH3:3])[C:26]([CH3:34])([CH3:33])[CH2:25]1)=[O:22]. Procedure: A mixture of 20.0 g (42 mmol) of di-(1-oxyl-2,2,6,6-tetramethyl-piperidin-4-yl) phthalate, 100 ml of acetic anhydride, and 500 mg of 5% Pd on C is hydrogenated in a Paar apparatus (50 psi, ambient temperature, 1 hour). Catalyst is filtered and solvent is evaporated. The residue is dissolved in 150 ml of ethyl acetate. The ethyl acetate solution is washed with 5% aqueous ammonia (2×100 ml), water (100 ml), and saturated sodium chloride (100 ml), then dried over magnesium sulfate and concentrated ... Reactants: ClC1=CC=C(C=N1)CC1=C2CC[C@H](C2=CC=C1C#N)OC1=CC=C(C=C1)[C@@H]1[C@H](C1)C(=O)O ((1S,2S)-2-{4-[(R)-4-(6-Chloro-pyridin-3-ylmethyl)-5-cyano-indan-1-yloxy]-phenyl}-cyclopropanecarboxylic acid), [H-].[Na+] (sodium hydride), C[O-].[Na+] (sodium methoxide). Run in CO (methanol). Reaction conditions: temperature 90 celsius, time 24 hour. The product is C(#N)C=1C(=C2CC[C@H](C2=CC1)OC1=CC=C(C=C1)[C@@H]1[C@H](C1)C(=O)O)CC=1C=NC(=CC1)OC ((1S,2S)-2-{4-[(R)-5-Cyano-4-(6-methoxy-pyridin-3-ylmethyl)-indan-1-yloxy]-phenyl}-cyclopropanecarboxylic acid). Yield: 13.4%. As a reaction SMILES: Cl[C:2]1[N:7]=[CH:6][C:5]([CH2:8][C:9]2[C:17]([C:18]#[N:19])=[CH:16][CH:15]=[C:14]3[C:10]=2[CH2:11][CH2:12][C@H:13]3[O:20][C:21]2[CH:26]=[CH:25][C:24]([C@H:27]3[CH2:29][C@@H:28]3[C:30]([OH:32])=[O:31])=[CH:23][CH:22]=2)=[CH:4][CH:3]=1.[H-].[Na+].[CH3:35][O-:36].[Na+]>CO>[C:18]([C:17]1[C:9]([CH2:8][C:5]2[CH:6]=[N:7][C:2]([O:36][CH3:35])=[CH:3][CH:4]=2)=[C:10]2[C:14](=[CH:15][CH:16]=1)[C@H:13]([O:20][C:21]1[CH:22]=[CH:23][C:24]([C@H:27]3[CH2:29][C@@H:28]3[C:30]([OH:32])=[O:31])=[CH:25][CH:26]=1)[CH2:12][CH2:11]2)#[N:19] |f:1.2,3.4|. Procedure details: (1S,2S)-2-{4-[(R)-4-(6-Chloro-pyridin-3-ylmethyl)-5-cyano-indan-1-yloxy]-phenyl}-cyclopropanecarboxylic acid (Example 40, 100 mg, 0.22 mmol) is suspended in methanol (10 mL) and sodium hydride (60% in mineral oil, 27 mg, 0.67 mmol) is added. After 6 hours at 90° C. sodium methoxide (130 mg, 2.25 mmol) is added and the mixture stirred for 24 hours at 90° C. The solvent is removed under vacuum and the residue is purified by flash chromatography (0-10% MeOH in CH2Cl2) to give the title compound (Yi... Reactants: S1C=C(C=C1)C1=NN=NN1CC(=O)O ([5-(3-thienyl)tetrazol-1-yl] acetic acid), S(O)(O)(=O)=O (sulfuric acid), C(CO)O (ethylene glycol), ice water. Run at temperature 90 celsius, time 2.5 hour. Product: OCCOC(CN1N=NN=C1C1=CSC=C1)=O ([5-(3-thienyl)tetrazol-1-yl] acetic acid 2-hydroxyethyl ester). Isolated yield 50.0%. Reaction SMILES: [S:1]1[CH:5]=[CH:4][C:3]([C:6]2[N:10]([CH2:11][C:12]([OH:14])=[O:13])[N:9]=[N:8][N:7]=2)=[CH:2]1.S(=O)(=O)(O)O.[CH2:20](O)[CH2:21][OH:22]>>[OH:22][CH2:21][CH2:20][O:13][C:12](=[O:14])[CH2:11][N:10]1[C:6]([C:3]2[CH:4]=[CH:5][S:1][CH:2]=2)=[N:7][N:8]=[N:9]1. Procedure details: To a solution of 1 g (4.7 mM) of [5-(3-thienyl)tetrazol-1-yl] acetic acid in 5 ml of ethylene glycol was added 0.5 ml of sulfuric acid. After the addition, the mixture was stirred at 90° C. for 2.5 hrs. The mixture was then poured into ice-water and the precipitated crystal was filtered off, washed with water and recrystrallized from ethyl alcohol, to give 620 mg (yield 50%) of [5-(3-thienyl)tetrazol-1-yl] acetic acid 2-hydroxyethyl ester.